This data is from the Open Reaction Database (ORD), a public repository of structured organic reaction records. The task is: describe an organic reaction: reactants, conditions, products, and yield Starting materials: solution, C[Si]([N-][Si](C)(C)C)(C)C.[Li+] (lithium hexamethyldisilazide), IC (iodomethane), CC1(C[C@H](N(C1=O)C(=O)OC(C)(C)C)C(=O)OCC)C ((S)-1-tert-Butyl 2-ethyl 4,4-dimethyl-5-oxopyrrolidine-1,2-dicarboxylate). Run in C1CCOC1 (THF), C1CCOC1 (THF), C1CCOC1 (THF). Reaction conditions: temperature -78 celsius, time 30 minute. Yields the product CC1(N(CC(C1)(C)C)C(=O)OC(C)(C)C)C(=O)OCC (1-tert-Butyl 2-ethyl 2,4,4-trimethylpyrrolidine-1,2-dicarboxylate). Yield: 72.0%. As a reaction SMILES: [CH3:1][C:2]1([CH3:20])[C:6](=O)[N:5]([C:8]([O:10][C:11]([CH3:14])([CH3:13])[CH3:12])=[O:9])[C@H:4]([C:15]([O:17][CH2:18][CH3:19])=[O:16])[CH2:3]1.[CH3:21][Si](C)(C)[N-][Si](C)(C)C.[Li+].IC>C1COCC1>[CH3:21][C:4]1([C:15]([O:17][CH2:18][CH3:19])=[O:16])[CH2:3][C:2]([CH3:20])([CH3:1])[CH2:6][N:5]1[C:8]([O:10][C:11]([CH3:14])([CH3:13])[CH3:12])=[O:9] |f:1.2|. Procedure details: To a solution of (S)-1-tert-butyl 2-ethyl 4,4-dimethyl-5-oxopyrrolidine-1,2-dicarboxylate (163D) (10 g, 0.035 mol) in dry THF (60 mL) stirred at −78° C. under nitrogen was added a 1 M solution of lithium hexamethyldisilazide in THF (38.5 mL, 0.038 mol). The mixture was stirred at −78° C. for 30 min, iodomethane (5.4 g, 0.038 mol) in THF (5 mL) was added, and the mixture was then stirred 1 h, warmed up to room temperature and continued stirring for additional 3 h. The reaction mixture was quenche... RXN SMILES: [Br:2][c:3]1[cH:4][n:5]2[c:6]([s:7]1)[c:8]([C:11]([O:12][CH3:13])=[O:14])[n:9][cH:10]2.[CH3:17][CH2:18][C:19](=[O:20])[OH:21].[ClH:1].[Na+:16].[OH-:15]>>[Br:2][c:3]1[cH:4][n:5]2[c:6]([s:7]1)[cH:8][n:9][cH:10]2. The product is Brc1cn2cncc2s1. Reactants: COC(=O)c1ncn2cc(Br)sc12, CCC(=O)O, Cl, [Na+], [OH-]. Reactants: [Li]CCCC, C1CCOC1, Cc1ccccc1NC(=O)C(C)(C)C, CCCCCC, O=Cc1ccccc1. Yields the product CC(C)(C)C(=O)Nc1ccccc1CC(O)c1ccccc1. As a reaction SMILES: [CH2:15]([Li:16])[CH2:17][CH2:18][CH3:19].[CH2:34]1[O:35][CH2:36][CH2:37][CH2:38]1.[CH3:1][c:2]1[c:3]([NH:8][C:9]([C:10]([CH3:11])([CH3:12])[CH3:13])=[O:14])[cH:4][cH:5][cH:6][cH:7]1.[CH3:20][CH2:21][CH2:22][CH2:23][CH2:24][CH3:25].[CH:26](=[O:27])[c:28]1[cH:29][cH:30][cH:31][cH:32][cH:33]1>>[CH2:1]([c:2]1[c:3]([NH:8][C:9]([C:10]([CH3:11])([CH3:12])[CH3:13])=[O:14])[cH:4][cH:5][cH:6][cH:7]1)[CH:26]([OH:27])[c:28]1[cH:29][cH:30][cH:31][cH:32][cH:33]1. The reactants are C(C)(C)(C)OC(=O)C(CC(=O)OC)C(O)C(N(C\C=C\C1=CC=CC=C1)C(C(CC=1OC(=CC1)C(NC1=CC=CC=C1)=O)C(=O)OC(C)(C)C)C)=O (methyl (3RS,4RS)-3-(tert-butoxycarbonyl)-4-[N-[(1RS,2RS)-2-(tert-butoxycarbonyl)-1-methyl-3-{5-(phenylcarbamoyl)-2-furyl}propyl]-N-{(E)-3-phenyl-2-propenyl}carbamoyl]-4-hydroxybutanoate). The reagents and catalysts are [Ru](=O)(=O)(=O)[O-].C(CC)[N+](CCC)(CCC)CCC (tetrapropylammonium perruthenate). Solvent: C(C)#N (acetonitrile). Product: C(C)(C)(C)OC(=O)C(CC(=O)OC)=C(O)C(N(C\C=C\C1=CC=CC=C1)C(C(CC=1OC(=CC1)C(NC1=CC=CC=C1)=O)C(=O)OC(C)(C)C)C)=O (methyl 3-(tert-butoxycarbonyl)-4-[N-[(1RS,2RS)-2-(tert-butoxycarbonyl)-1-methyl-3-{5-(phenylcarbamoyl)-2-furyl}propyl]-N-{(E)-3-phenyl-2-propenyl}carbamoyl]-4-hydroxy-3-butenoate). The yield is 76.3%. Reaction SMILES: [C:1]([O:5][C:6]([CH:8]([CH:14]([C:16](=[O:52])[N:17]([CH:27]([CH3:51])[CH:28]([C:44]([O:46][C:47]([CH3:50])([CH3:49])[CH3:48])=[O:45])[CH2:29][C:30]1[O:31][C:32]([C:35](=[O:43])[NH:36][C:37]2[CH:42]=[CH:41][CH:40]=[CH:39][CH:38]=2)=[CH:33][CH:34]=1)[CH2:18]/[CH:19]=[CH:20]/[C:21]1[CH:26]=[CH:25][CH:24]=[CH:23][CH:22]=1)[OH:15])[CH2:9][C:10]([O:12][CH3:13])=[O:11])=[O:7])([CH3:4])([CH3:3])[CH3:2]>C(#N)C.[Ru]([O-])(=O)(=O)=O.C([N+](CCC)(CCC)CCC)CC>[C:1]([O:5][C:6]([C:8](=[C:14]([C:16](=[O:52])[N:17]([CH:27]([CH3:51])[CH:28]([C:44]([O:46][C:47]([CH3:50])([CH3:49])[CH3:48])=[O:45])[CH2:29][C:30]1[O:31][C:32]([C:35](=[O:43])[NH:36][C:37]2[CH:38]=[CH:39][CH:40]=[CH:41][CH:42]=2)=[CH:33][CH:34]=1)[CH2:18]/[CH:19]=[CH:20]/[C:21]1[CH:22]=[CH:23][CH:24]=[CH:25][CH:26]=1)[OH:15])[CH2:9][C:10]([O:12][CH3:13])=[O:11])=[O:7])([CH3:4])([CH3:3])[CH3:2] |f:2.3|. Procedure details: 92 mg of methyl (3RS,4RS)-3-(tert-butoxycarbonyl)-4-[N-[(1RS,2RS)-2-(tert-butoxycarbonyl)-1-methyl-3-{5-(phenylcarbamoyl)-2-furyl}propyl]-N-{(E)-3-phenyl-2-propenyl}carbamoyl]-4-hydroxybutanoate was dissolved in 3 ml of acetonitrile and stirred with 56 mg of tetrapropylammonium perruthenate at room temperature for 2 hours. The solvent was distilled off under reduced pressure, and the residue was roughly purified by silica gel short column chromatography [chloroform→methanol] and purified again b... Starting materials: C(C)(C)(C)OC(=O)N1C[C@H]([C@@H](C1)CN(C(C1=CC(=C(C=C1)OC)OCCCOC)=O)C(C)C)CN(C(CC1=CC(=CC=C1)[N+](=O)[O-])=O)C1CC1 ((3R*,4R*)-3-({cyclopropyl-[2-(3-nitro-phenyl)-acetyl]-amino}-methyl)-4-({isopropyl-[4-methoxy-3-(3-methoxy-propoxy)-benzoyl]-amino}-methyl)-pyrrolidine-1-carboxylic acid tert-butyl ester). Reagents/catalysts: [Ni] (Ni). Yields the product C(C)(C)(C)OC(=O)N1C[C@H]([C@@H](C1)CN(C(C1=CC(=C(C=C1)OC)OCCCOC)=O)C(C)C)CN(C1CC1)C(CC1=CC(=CC=C1)N)=O ((3R*,4R*)-3-({[2-(3-Amino-phenyl)-acetyl]-cyclopropyl-amino}-methyl)-4-({isopropyl-[4-methoxy-3-(3-methoxy-propoxy)-benzoyl]-amino}-methyl)-pyrrolidine-1-carboxylic acid tert-butyl ester). RXN SMILES: [C:1]([O:5][C:6]([N:8]1[CH2:12][C@@H:11]([CH2:13][N:14]([CH:31]([CH3:33])[CH3:32])[C:15](=[O:30])[C:16]2[CH:21]=[CH:20][C:19]([O:22][CH3:23])=[C:18]([O:24][CH2:25][CH2:26][CH2:27][O:28][CH3:29])[CH:17]=2)[C@H:10]([CH2:34][N:35]([CH:48]2[CH2:50][CH2:49]2)[C:36](=[O:47])[CH2:37][C:38]2[CH:43]=[CH:42][CH:41]=[C:40]([N+:44]([O-])=O)[CH:39]=2)[CH2:9]1)=[O:7])([CH3:4])([CH3:3])[CH3:2]>[Ni]>[C:1]([O:5][C:6]([N:8]1[CH2:12][C@@H:11]([CH2:13][N:14]([CH:31]([CH3:33])[CH3:32])[C:15](=[O:30])[C:16]2[CH:21]=[CH:20][C:19]([O:22][CH3:23])=[C:18]([O:24][CH2:25][CH2:26][CH2:27][O:28][CH3:29])[CH:17]=2)[C@H:10]([CH2:34][N:35]([C:36](=[O:47])[CH2:37][C:38]2[CH:43]=[CH:42][CH:41]=[C:40]([NH2:44])[CH:39]=2)[CH:48]2[CH2:49][CH2:50]2)[CH2:9]1)=[O:7])([CH3:3])([CH3:4])[CH3:2]. Reported procedure: At RT H2 is passed through a suspension of (3R*,4R*)-3-({cyclopropyl-[2-(3-nitro-phenyl)-acetyl]-amino}-methyl)-4-({isopropyl-[4-methoxy-3-(3-methoxy-propoxy)-benzoyl]-amino}-methyl)-pyrrolidine-1-carboxylic acid tert-butyl ester (660 mg, 0.95 mmol) and Raney-Ni (100 mg) for several hours. After completion of the reaction the mixture is filtered over Celite and the solvent is evaporated to give the title compound which is used without further purification. MS (LC-MS): 667.0 [M+H]+; tR (HPLC, Mac... Starting materials: CC[SiH](CC)CC, CCOC(=O)c1ccc(CCC=O)cc1, O=S(=O)(Cc1ccc(Cl)c(Cl)c1)NCCc1cc2cc(Cl)ccc2n1C(c1ccccc1)c1ccccc1, ClCCl, [Na+], O=C([O-])O. Yields the product CCOC(=O)c1ccc(CCCc2c(CCNS(=O)(=O)Cc3ccc(Cl)c(Cl)c3)n(C(c3ccccc3)c3ccccc3)c3ccc(Cl)cc23)cc1. RXN SMILES: [CH2:39]([SiH:40]([CH2:41][CH3:42])[CH2:43][CH3:44])[CH3:45].[CH2:46]([CH3:47])[O:48][C:49]([c:50]1[cH:51][cH:52][c:53]([CH2:56][CH2:57][CH:58]=[O:59])[cH:54][cH:55]1)=[O:60].[CH:1]([c:2]1[cH:3][cH:4][cH:5][cH:6][cH:7]1)([c:8]1[cH:9][cH:10][cH:11][cH:12][cH:13]1)[n:14]1[c:15]([CH2:24][CH2:25][NH:26][S:27](=[O:28])(=[O:29])[CH2:30][c:31]2[cH:32][c:33]([Cl:38])[c:34]([Cl:37])[cH:35][cH:36]2)[cH:16][c:17]2[cH:18][c:19]([Cl:23])[cH:20][cH:21][c:22]12.[Cl:66][CH2:67][Cl:68].[Na+:65].[O-:61][C:62]([OH:63])=[O:64]>>[CH:1]([c:2]1[cH:3][cH:4][cH:5][cH:6][cH:7]1)([c:8]1[cH:9][cH:10][cH:11][cH:12][cH:13]1)[n:14]1[c:15]([CH2:24][CH2:25][NH:26][S:27](=[O:28])(=[O:29])[CH2:30][c:31]2[cH:32][c:33]([Cl:38])[c:34]([Cl:37])[cH:35][cH:36]2)[c:16]([CH2:58][CH2:57][CH2:56][c:53]2[cH:52][cH:51][c:50]([C:49]([O:48][CH2:46][CH3:47])=[O:60])[cH:55][cH:54]2)[c:17]2[cH:18][c:19]([Cl:23])[cH:20][cH:21][c:22]12.